This data is from the Open Reaction Database (ORD), a public repository of structured organic reaction records. The task is: describe an organic reaction: reactants, conditions, products, and yield The reactants are FC=1C=C2C(C(=CN3C2=C(C1F)OC[C@@H]3C)C(=O)O)=O ((3S)-9,10-difluoro-3-methyl-7-oxo-2,3-dihydro-7H-[1,4]oxazino[2,3,4-ij]quinoline-6-carboxylic acid), ClC1=C(CN)C=CC(=C1)Cl (2,4-dichlorobenzylamine). Product: ClC1=C(CNC(=O)C2=CN3C4=C(C(=C(C=C4C2=O)F)F)OC[C@@H]3C)C=CC(=C1)Cl ((3S)-N-(2,4-Dichlorobenzyl)-9,10-difluoro-3-methyl-7-oxo-2,3-dihydro-7H-[1,4]oxazino[2,3,4-ij]quinoline-6-carboxamide). RXN SMILES: [F:1][C:2]1[CH:3]=[C:4]2[C:9]3=[C:10]([O:13][CH2:14][C@H:15]([CH3:16])[N:8]3[CH:7]=[C:6]([C:17](O)=[O:18])[C:5]2=[O:20])[C:11]=1[F:12].[Cl:21][C:22]1[CH:29]=[C:28]([Cl:30])[CH:27]=[CH:26][C:23]=1[CH2:24][NH2:25]>>[Cl:21][C:22]1[CH:29]=[C:28]([Cl:30])[CH:27]=[CH:26][C:23]=1[CH2:24][NH:25][C:17]([C:6]1[C:5](=[O:20])[C:4]2[C:9]3=[C:10]([O:13][CH2:14][C@H:15]([CH3:16])[N:8]3[CH:7]=1)[C:11]([F:12])=[C:2]([F:1])[CH:3]=2)=[O:18]. Reported procedure: The compound is prepared in analogy to the instructions of Example 37A, from (3S)-9,10-difluoro-3-methyl-7-oxo-2,3-dihydro-7H-[1,4]oxazino[2,3,4-ij]quinoline-6-carboxylic acid (for preparation: see Journal of Medicinal Chemistry 1987, 30(12), 2283-2286) and 2,4-dichlorobenzylamine. Reactants: ClC1=NC(=C2N=CN(C2=N1)C(CC)CC)Cl (2,6-dichoro-9-(1-ethylpropyl)-9H-purine), C(CCC)O (butanol), NC1=CC=CC=C1 (aniline). Solvent: C(C)(C)O (isopropanol). Conditions: time 22 hour. Product: ClC1=NC(=C2N=CN(C2=N1)C(CC)CC)NC1=CC=CC=C1 (2-chloro-9-(1-ethylpropyl)-N-phenyl-9H-purin-6-amine). RXN SMILES: [Cl:1][C:2]1[N:10]=[C:9]2[C:5]([N:6]=[CH:7][N:8]2[CH:11]([CH2:14][CH3:15])[CH2:12][CH3:13])=[C:4](Cl)[N:3]=1.C(O)CCC.[NH2:22][C:23]1[CH:28]=[CH:27][CH:26]=[CH:25][CH:24]=1>C(O)(C)C>[Cl:1][C:2]1[N:10]=[C:9]2[C:5]([N:6]=[CH:7][N:8]2[CH:11]([CH2:14][CH3:15])[CH2:12][CH3:13])=[C:4]([NH:22][C:23]2[CH:28]=[CH:27][CH:26]=[CH:25][CH:24]=2)[N:3]=1. Reported procedure: The operation is carried out as in Stage 2 of Example 3 starting from 200 mg (0.77 mmoles) of the product obtained in Stage 1 of Example 3 and 4 ml of butanol and using 0.088 ml (0.96 mmoles) of aniline in place of the benzylamine. Agitation is carried out at ambient temperature then the reaction medium is taken to a temperature of 80 to 85° C. for 22 hours, left to return to ambient temperature, diluted with 4 ml of isopropanol, left for two days at a temperature of approximately 0° C., followe... The reactants are C1(=CC=C(C=C1)S(=O)(=O)N1C=CC2=C1N=CN=C2C(C)=O)C (1-[7-(Toluene-4-sulfonyl)-7H-pyrrolo[2,3-d]pyrimidin-4-yl]-ethanone), Br (hydrogen bromide), BrBr (bromine). The solvent is C(C)(=O)O (acetic acid), C(C)(=O)O (acetic acid), C(C)(=O)O (acetic acid). Run at time 4 hour. Yields the product BrCC(=O)C=1C2=C(N=CN1)N(C=C2)S(=O)(=O)C2=CC=C(C=C2)C (2-Bromo-1-[7-(toluene-4-sulfonyl)-7H-pyrrolo[2,3-d]pyrimidin-4-yl]-ethanone). Yield: 56.4%. Reaction SMILES: [C:1]1([CH3:22])[CH:6]=[CH:5][C:4]([S:7]([N:10]2[C:14]3[N:15]=[CH:16][N:17]=[C:18]([C:19](=[O:21])[CH3:20])[C:13]=3[CH:12]=[CH:11]2)(=[O:9])=[O:8])=[CH:3][CH:2]=1.[BrH:23].BrBr>C(O)(=O)C>[Br:23][CH2:20][C:19]([C:18]1[C:13]2[CH:12]=[CH:11][N:10]([S:7]([C:4]3[CH:3]=[CH:2][C:1]([CH3:22])=[CH:6][CH:5]=3)(=[O:9])=[O:8])[C:14]=2[N:15]=[CH:16][N:17]=1)=[O:21]. Procedure details: [5.95 g, 18.88 mmol] of 1-[7-(Toluene-4-sulfonyl)-7H-pyrrolo[2,3-d]pyrimidin-4-yl]-ethanone was dissolved/suspended in 90 mL of glacial acetic acid and [7.53 mL, 10.197 g, 37.76 mmol] of 30% hydrogen bromide in acetic acid. Added dropwise to this stirring mixture at ambient temperature, was [0.970 mL, 3.02 g, 18.88 mmol] of bromine in 10 mL of glacial acetic acid over 1.0 hour. The reaction was stirred an additional 4.0 hours at ambient temperature during which time a yellow precipitate forms. T... Product: Cc1cc(N)nc(C)c1NC(=O)CCl. RXN SMILES: [CH3:11][C:12](=[O:13])[OH:14].[CH3:1][c:2]1[cH:3][c:4]([NH2:10])[n:5][c:6]([CH3:9])[c:7]1[NH2:8].[CH3:26][c:27]1[cH:28][cH:29][cH:30][cH:31][cH:32]1.[Cl:15][CH2:16][C:17](=[O:18])[Cl:19].[Na+:20].[Na+:21].[O-:22][C:23](=[O:24])[O-:25]>>[CH3:1][c:2]1[cH:3][c:4]([NH2:10])[n:5][c:6]([CH3:9])[c:7]1[NH:8][C:17]([CH2:16][Cl:15])=[O:18]. Starting materials: CC(=O)O, Cc1cc(N)nc(C)c1N, Cc1ccccc1, O=C(Cl)CCl, [Na+], [Na+], O=C([O-])[O-]. The reactants are N1N=CC(C2=CC=CC=C12)=O (cinnolin-4(1H)-one), C(=O)([O-])[O-].[K+].[K+] (K2CO3), BrCC=1C=CC(=C(C(=O)OC)C1)F (methyl 5-(bromomethyl)-2-fluorobenzoate), C(Cl)Cl.CO (DCM MeOH). Run in CN(C)C=O (DMF). Reaction conditions: temperature 100 celsius. Product: FC1=C(C(=O)OC)C=C(C=C1)CN1N=CC(C2=CC=CC=C12)=O (methyl 2-fluoro-5-[(4-oxocinnolin-1(4H)-yl)methyl]benzoate). Reaction SMILES: [NH:1]1[C:10]2[C:5](=[CH:6][CH:7]=[CH:8][CH:9]=2)[C:4](=[O:11])[CH:3]=[N:2]1.C([O-])([O-])=O.[K+].[K+].Br[CH2:19][C:20]1[CH:21]=[CH:22][C:23]([F:30])=[C:24]([CH:29]=1)[C:25]([O:27][CH3:28])=[O:26].C(Cl)Cl.CO>CN(C=O)C>[F:30][C:23]1[CH:22]=[CH:21][C:20]([CH2:19][N:1]2[C:10]3[C:5](=[CH:6][CH:7]=[CH:8][CH:9]=3)[C:4](=[O:11])[CH:3]=[N:2]2)=[CH:29][C:24]=1[C:25]([O:27][CH3:28])=[O:26] |f:1.2.3,5.6|. Reported procedure: To a solution of cinnolin-4(1H)-one in DMF (0.1 M) was added K2CO3 (1.2 eq) and methyl 5-(bromomethyl)-2-fluorobenzoate (prepared as described in US 2007/0021427 A1, 1 eq). The mixture was stirred and heated to 100° C. for 1 h. After cooling to RT the solvent was removed under reduced pressure and the residue was partitioned between DCM and H2O. The organic phase was washed with brine, dried (Na2SO4) and filtered and the solvent was removed under reduced pressure. The product was isolated by fla... Starting materials: C(CC)C=1C=NC(=NC1)N1CCC(CC1)CS(=O)(=O)[O-] (1-(5-propylpyrimidin-2-yl)piperidin-4-ylmethanesulfonate), ClC=1C(=CC(NC1)=O)O (5-chloro-4-hydroxypyridin-2(1H)-one), C([O-])([O-])=O.[Cs+].[Cs+] (cesium carbonate). The solvent is CN(C)C=O (DMF), CCOC(=O)C (EtOAc). Run at temperature 120 celsius. Product: ClC=1C(=CC(NC1)=O)OC1CCN(CC1)C1=NC=C(C=N1)CCC (5-chloro-4-(1-(5-propylpyrimidin-2-yl)piperidin-4-yloxy)pyridin-2(1H)-one). RXN SMILES: [CH2:1]([C:4]1[CH:5]=[N:6][C:7]([N:10]2[CH2:15][CH2:14][CH:13](CS([O-])(=O)=O)[CH2:12][CH2:11]2)=[N:8][CH:9]=1)[CH2:2][CH3:3].[Cl:21][C:22]1[C:23]([OH:29])=[CH:24][C:25](=[O:28])[NH:26][CH:27]=1.C(=O)([O-])[O-].[Cs+].[Cs+]>CN(C=O)C.CCOC(C)=O>[Cl:21][C:22]1[C:23]([O:29][CH:13]2[CH2:12][CH2:11][N:10]([C:7]3[N:8]=[CH:9][C:4]([CH2:1][CH2:2][CH3:3])=[CH:5][N:6]=3)[CH2:15][CH2:14]2)=[CH:24][C:25](=[O:28])[NH:26][CH:27]=1 |f:2.3.4|. Procedure: A mixture of 1-(5-propylpyrimidin-2-yl)piperidin-4-ylmethanesulfonate (800 mg, 2.67 mmol), 5-chloro-4-hydroxypyridin-2(1H)-one (389 mg, 2.67 mmol, AK Scientific) and cesium carbonate (2612 mg, 8.02 mmol) in DMF (20 mL) was heated at 120° C. for 6 h. The reaction was cooled to rt, diluted with EtOAc (30 mL), and washed with H2O (3×). The organic layer was dried over Na2SO4 and concentrated under reduced pressure to give a yellow solid. The residue was purified by flash chromatography (SiO2, 0-10%... Reactants: BrC=1C=C2C=CN=CC2=CC1 (6-bromoisoquinoline), [OH-].[Na+] (NaOH), Si carbonate, C(CN(CC(=O)O)CC(=O)O)N(CC(=O)O)CC(=O)O (EDTA), CN(CC#CC=1C=NC=CC1OCC1=NN=C2N1N=C(C=C2)C2=CC=CC=C2)C (N,N-dimethyl-3-(4-((6-phenyl-[1,2,4]-triazolo[4,3-b]pyridazin-3-yl)methoxy)pyridin-3-yl)prop-2-yn-1-amine). The reagents and catalysts are C=1C=CC(=CC1)[P](C=2C=CC=CC2)(C=3C=CC=CC3)[Pd]([P](C=4C=CC=CC4)(C=5C=CC=CC5)C=6C=CC=CC6)([P](C=7C=CC=CC7)(C=8C=CC=CC8)C=9C=CC=CC9)[P](C=1C=CC=CC1)(C=1C=CC=CC1)C=1C=CC=CC1 (tetrakis(triphenylphosphine)palladium). Solvent: CCOCC (Et2O). Run at temperature 80 celsius, time 1 hour. Product: C1=NC=CC2=CC(=CC=C12)CC(=O)OCCCC (butyl 2-(isoquinolin-6-yl)acetate). As a reaction SMILES: CN(C)C[C:4]#[C:5][C:6]1C=NC=C[C:11]=1[O:12][CH2:13][C:14]1N2N=C(C3C=CC=CC=3)C=CC2=NN=1.Br[C:31]1[CH:32]=[C:33]2[C:38](=[CH:39][CH:40]=1)[CH:37]=[N:36][CH:35]=[CH:34]2.C(N(CC(O)=O)CC(O)=O)CN(CC(O)=O)CC(O)=[O:46].[OH-].[Na+]>C1C=CC([P]([Pd]([P](C2C=CC=CC=2)(C2C=CC=CC=2)C2C=CC=CC=2)([P](C2C=CC=CC=2)(C2C=CC=CC=2)C2C=CC=CC=2)[P](C2C=CC=CC=2)(C2C=CC=CC=2)C2C=CC=CC=2)(C2C=CC=CC=2)C2C=CC=CC=2)=CC=1.CCOCC>[CH:37]1[C:38]2[C:33](=[CH:32][C:31]([CH2:14][C:13]([O:12][CH2:11][CH2:6][CH2:5][CH3:4])=[O:46])=[CH:40][CH:39]=2)[CH:34]=[CH:35][N:36]=1 |f:3.4,^1:66,68,87,106|. Procedure: A dry, 25 mL, 1 neck round bottom flask was charged with a 0.5 M Et2O solution of Zincate 2 (10.00 ml, 5.0 mmol, Reike Metals), and concentrated in vacuo. The vacuum was released with nitrogen, and the flask was charged with a stirbar, 5 mL dry THF, fitted with a reflux condenser and an Ar inlet. Upon dissolution of the solids, 6-bromoisoquinoline (0.516 g, 2.5 mmol) and tetrakis(triphenylphosphine)palladium (0.24 g, 0.21 mmol) was added. The solution was heated with an 80° C. oil bath for 5 h, ... Reactants: COc1cccc(C#C[Si](C)(C)C)c1NC(=O)OC(C)(C)C, CO, [K+], [K+], O=C([O-])[O-]. The product is C#Cc1cccc(OC)c1NC(=O)OC(C)(C)C. RXN SMILES: [CH3:1][O:2][c:3]1[c:4]([NH:15][C:16]([O:17][C:18]([CH3:19])([CH3:20])[CH3:21])=[O:22])[c:5]([C:9]#[C:10][Si:11]([CH3:12])([CH3:13])[CH3:14])[cH:6][cH:7][cH:8]1.[CH3:29][OH:30].[K+:23].[K+:24].[O-:25][C:26]([O-:27])=[O:28]>>[CH3:1][O:2][c:3]1[c:4]([NH:15][C:16]([O:17][C:18]([CH3:19])([CH3:20])[CH3:21])=[O:22])[c:5]([C:9]#[CH:10])[cH:6][cH:7][cH:8]1.